From a dataset of the Open Reaction Database (ORD), a public repository of structured organic reaction records. describe an organic reaction: reactants, conditions, products, and yield Reactants: COc1ccc2c(c1)CCCC(NCc1ccccc1)C2, COc1ccc2c(c1)CCCC(NCc1ccccc1)C2, Cc1ccccc1, Cl, O=S(=O)([O-])C(F)(F)F, O=S(=O)([O-])C(F)(F)F, O=S(=O)([O-])C(F)(F)F, c1ccc(OCC2CO2)cc1, [Yb+3]. The product is COc1ccc2c(c1)CCCC(N(Cc1ccccc1)CC(O)COc1ccccc1)C2. Reaction SMILES: [CH2:2]([c:3]1[cH:4][cH:5][cH:6][cH:7][cH:8]1)[NH:9][CH:10]1[CH2:11][c:12]2[c:13]([cH:17][c:18]([O:21][CH3:22])[cH:19][cH:20]2)[CH2:14][CH2:15][CH2:16]1.[CH2:34]([NH:35][CH:36]1[CH2:37][CH2:38][CH2:39][c:40]2[cH:41][c:42]([O:43][CH3:44])[cH:45][cH:46][c:47]2[CH2:48]1)[c:49]1[cH:50][cH:51][cH:52][cH:53][cH:54]1.[CH3:80][c:81]1[cH:82][cH:83][cH:84][cH:85][cH:86]1.[ClH:1].[F:55][C:56]([F:57])([F:58])[S:59]([O-:60])(=[O:61])=[O:62].[F:64][C:65]([F:66])([F:67])[S:68]([O-:69])(=[O:70])=[O:71].[F:72][C:73]([F:74])([F:75])[S:76]([O-:77])(=[O:78])=[O:79].[O:23]([c:24]1[cH:25][cH:26][cH:27][cH:28][cH:29]1)[CH2:30][CH:31]1[CH2:32][O:33]1.[Yb+3:63]>>[CH2:2]([c:3]1[cH:4][cH:5][cH:6][cH:7][cH:8]1)[N:9]([CH:10]1[CH2:11][c:12]2[c:13]([cH:17][c:18]([O:21][CH3:22])[cH:19][cH:20]2)[CH2:14][CH2:15][CH2:16]1)[CH2:32][CH:31]([CH2:30][O:23][c:24]1[cH:25][cH:26][cH:27][cH:28][cH:29]1)[OH:33]. The reactants are CO, O=[N+]([O-])c1ccc2cn[nH]c2c1. The product is Nc1ccc2cn[nH]c2c1. RXN SMILES: [CH3:13][OH:14].[N+:1]([O-:2])(=[O:3])[c:4]1[cH:5][cH:6][c:7]2[cH:8][n:9][nH:10][c:11]2[cH:12]1>>[NH2:1][c:4]1[cH:5][cH:6][c:7]2[cH:8][n:9][nH:10][c:11]2[cH:12]1. Starting materials: Cl.C1(=CC=CC=C1)C=1CCN(CC1)CCCCCCN1C(C2=CC=CC=3C2=C(C1=O)C=CC3)=O (2-[6-(3,6-Dihydro-4-phenyl-1(2H)-pyridinyl)hexyl]-1H-benz[de]isoquinoline-1,3(2H)-dione, hydrochloride), BrCCCCCN1C(C2=CC=CC=3C2=C(C1=O)C=CC3)=O (2-(5-bromopentyl)-1H-benz[de]isoquinoline-1,3(2H)-dione), BrCCCCCCN1C(C2=CC=CC=3C2=C(C1=O)C=CC3)=O (2-(6-bromohexyl)-1H-benz[de]isoquinoline-1,3(2H)-dione). The product is Cl.C1(=CC=CC=C1)C=1CCN(CC1)CCCCCN1C(C2=CC=CC=3C2=C(C1=O)C=CC3)=O (2-[5-(3,6-dihydro-4-phenyl-1(2H)-pyridinyl)pentyl]-1H-benz[de]isoquinoline-1,3(2H)-dione, hydrochloride). RXN SMILES: [ClH:1].C1(C2CCN(C[CH2:15][CH2:16][CH2:17][CH2:18][CH2:19][N:20]3[C:29](=[O:30])[C:28]4[CH:31]=[CH:32][CH:33]=[C:26]5[C:27]=4[C:22](=[CH:23][CH:24]=[CH:25]5)[C:21]3=[O:34])CC=2)C=CC=CC=1.BrCCCCC[N:41]1[C:50](=O)[C:49]2[CH:52]=[CH:53][CH:54]=[C:47]3[C:48]=2[C:43](=C[CH:45]=[CH:46]3)[C:42]1=O.BrCCCCCCN1C(=O)C2C=CC=C3C=2C(=CC=C3)C1=O>>[ClH:1].[C:47]1([C:48]2[CH2:49][CH2:50][N:41]([CH2:15][CH2:16][CH2:17][CH2:18][CH2:19][N:20]3[C:21](=[O:34])[C:22]4[CH:23]=[CH:24][CH:25]=[C:26]5[C:27]=4[C:28](=[CH:31][CH:32]=[CH:33]5)[C:29]3=[O:30])[CH2:42][CH:43]=2)[CH:46]=[CH:45][CH:52]=[CH:53][CH:54]=1 |f:0.1,4.5|. Reported procedure: Following the procedure of part (b) of Example 56 but substituting 2-(5-bromopentyl)-1H-benz[de]isoquinoline-1,3(2H)-dione for the 2-(6-bromohexyl)-1H-benz[de]isoquinoline-1,3(2H)-dione, one obtains 2-[5-(3,6-dihydro-4-phenyl-1(2H)-pyridinyl)pentyl]-1H-benz[de]isoquinoline-1,3(2H)-dione, hydrochloride (1:1). The product is purified by recrystallization from n-butanol; m.p. 207°-210°. Procedure: The title compound was synthesized in a manner analogous to that described for Intermediate 43, using Intermediate 4 in place of Intermediate 8 and Intermediate 31 in place of Intermediate 29. Starting materials: Intermediate 43, NC[C@H](O)C1=C2C=CC(NC2=C(C=C1)O)=O ((R)-5-(2-Amino-1-hydroxyethyl)-8-hydroxyquinolin-2(1H)-one), C(C)N1N=CC=2C1=NC(=C(C2NC2CCOCC2)CNC(C2=CC=C(C=C2)C=O)=O)CC (N-[[1,6-Diethyl-4-[(tetrahydro-2H-pyran-4-yl)amino]-1H-pyrazolo[3,4-b]pyridin-5-yl]methyl]-4-formylbenzamide). Reaction SMILES: [NH2:1][CH2:2][C@@H:3]([C:5]1[CH:14]=[CH:13][C:12]([OH:15])=[C:11]2[C:6]=1[CH:7]=[CH:8][C:9](=[O:16])[NH:10]2)[OH:4].[CH2:17]([N:19]1[C:23]2=[N:24][C:25]([CH2:47][CH3:48])=[C:26]([CH2:35][NH:36][C:37](=[O:46])[C:38]3[CH:43]=[CH:42][C:41]([CH:44]=O)=[CH:40][CH:39]=3)[C:27]([NH:28][CH:29]3[CH2:34][CH2:33][O:32][CH2:31][CH2:30]3)=[C:22]2[CH:21]=[N:20]1)[CH3:18]>>[CH2:17]([N:19]1[C:23]2=[N:24][C:25]([CH2:47][CH3:48])=[C:26]([CH2:35][NH:36][C:37](=[O:46])[C:38]3[CH:39]=[CH:40][C:41]([CH2:44][NH:1][CH2:2][C@H:3]([OH:4])[C:5]4[CH:14]=[CH:13][C:12]([OH:15])=[C:11]5[C:6]=4[CH:7]=[CH:8][C:9](=[O:16])[NH:10]5)=[CH:42][CH:43]=3)[C:27]([NH:28][CH:29]3[CH2:34][CH2:33][O:32][CH2:31][CH2:30]3)=[C:22]2[CH:21]=[N:20]1)[CH3:18]. Yields the product C(C)N1N=CC=2C1=NC(=C(C2NC2CCOCC2)CNC(C2=CC=C(C=C2)CNC[C@@H](C2=C1C=CC(NC1=C(C=C2)O)=O)O)=O)CC ((R)—N-[[1,6-diethyl-4-[(tetrahydro-2H-pyran-4-yl)amino]-1H-pyrazolo[3,4-b]pyridin-5-yl]methyl]-4-[[[2-hydroxy-2-(8-hydroxy-2-oxo-1,2-dihydroquinolin-5-yl]ethyl]amino]methyl]benzamide). The reactants are C12(CC3CC(CC(C1)C3)C2)NC=2SC(C(N2)=O)CCO (2-(1-adamantylamino)-5-(2-hydroxyethyl)thiazol-4(5H)-one), CC(=O)OI1(C=2C=CC=CC2C(=O)O1)(OC(=O)C)OC(=O)C (Dess-Martin periodinane). Solvent: C(Cl)Cl (CH2Cl2), C(Cl)Cl (CH2Cl2). Run at time 1 hour. Yields the product C12(CC3CC(CC(C1)C3)C2)NC=2SC(C(N2)=O)CC=O (2-(2-(1-Adamantylamino)-4-oxo-4,5-dihydrothiazol-5-yl)acetaldehyde). As a reaction SMILES: [C:1]12([NH:11][C:12]3[S:13][CH:14]([CH2:18][CH2:19][OH:20])[C:15](=[O:17])[N:16]=3)[CH2:10][CH:5]3[CH2:6][CH:7]([CH2:9][CH:3]([CH2:4]3)[CH2:2]1)[CH2:8]2.CC(OI1(OC(C)=O)(OC(C)=O)OC(=O)C2C=CC=CC1=2)=O>C(Cl)Cl>[C:1]12([NH:11][C:12]3[S:13][CH:14]([CH2:18][CH:19]=[O:20])[C:15](=[O:17])[N:16]=3)[CH2:2][CH:3]3[CH2:4][CH:5]([CH2:6][CH:7]([CH2:9]3)[CH2:8]1)[CH2:10]2. Procedure: A suspension of 2-(1-adamantylamino)-5-(2-hydroxyethyl)thiazol-4(5H)-one (0.25 g, 0.85 mmol) in CH2Cl2 (10 mL) was added to Dess-Martin periodinane (0.56 g, 1.28 mmol, Aldrich) in CH2Cl2 (10 mL). After stirring at ambient temperature for 1 h, the solvent was removed in vacuo. The residue was partitioned between ethyl acetate and saturated aqueous sodium thiosulfate and aqueous sodium bicarbonate. The organic portion was separated, washed with brine, and conc. in vacuo to give the title compound ...